From a dataset of the Open Reaction Database (ORD), a public repository of structured organic reaction records. describe an organic reaction: reactants, conditions, products, and yield Starting materials: N1=C(C=CC=C1)SCCCCOC=1C(=CC2=C(C(OC(N2)=O)(C)C)C1)[N+](=O)[O-] (6-[4-(2-pyridylmercapto)-butoxy]-7-nitro-4,4-dimethyl-4H-3,1-benzoxazin-2-one), OO (hydrogen peroxide). The product is N1=C(C=CC=C1)S(=O)CCCCOC=1C(=CC2=C(C(OC(N2)=O)(C)C)C1)[N+](=O)[O-] (6-[4-(2-Pyridylsulfinyl)-butoxy]-7-nitro-4,4-dimethyl-4H-3,1-benzoxazin-2-one). RXN SMILES: [N:1]1[CH:6]=[CH:5][CH:4]=[CH:3][C:2]=1[S:7][CH2:8][CH2:9][CH2:10][CH2:11][O:12][C:13]1[C:14]([N+:26]([O-:28])=[O:27])=[CH:15][C:16]2[NH:21][C:20](=[O:22])[O:19][C:18]([CH3:24])([CH3:23])[C:17]=2[CH:25]=1.[OH:29]O>>[N:1]1[CH:6]=[CH:5][CH:4]=[CH:3][C:2]=1[S:7]([CH2:8][CH2:9][CH2:10][CH2:11][O:12][C:13]1[C:14]([N+:26]([O-:28])=[O:27])=[CH:15][C:16]2[NH:21][C:20](=[O:22])[O:19][C:18]([CH3:24])([CH3:23])[C:17]=2[CH:25]=1)=[O:29]. Reported procedure: Prepared analogously to Example 2 from 6-[4-(2-pyridylmercapto)-butoxy]-7-nitro-4,4-dimethyl-4H-3,1-benzoxazin-2-one and hydrogen peroxide. Reactants: C(C)(=O)OC(C(=O)OC)=C (methyl 2-acetyloxyacrylate), Example 1 ( 2 ), Example 1 ( 1 ), C(C(=C)C)(=O)OC (methyl methacrylate). Solvent: CCCCCC (n-hexane). Yields the product C(C)(=O)OC(C(=O)OC)=C.C(C(=C)C)(=O)OC (methyl 2-acetyloxyacrylate methyl methacrylate). As a reaction SMILES: [C:1]([O:4][C:5](=[CH2:10])[C:6]([O:8][CH3:9])=[O:7])(=[O:3])[CH3:2].[C:11]([O:16][CH3:17])(=[O:15])[C:12]([CH3:14])=[CH2:13]>CCCCCC>[C:1]([O:4][C:5](=[CH2:10])[C:6]([O:8][CH3:9])=[O:7])(=[O:3])[CH3:2].[C:11]([O:16][CH3:17])(=[O:15])[C:12]([CH3:14])=[CH2:13] |f:3.4|. Procedure details: 8.6 Grams (60 millimoles) of methyl 2-acetyloxyacrylate obtained in Synthesis Example 1 (1) and 6.0 g (60 millimoles) of methyl methacrylate arc polymerized after a similar manner to Example 1 (2). After cooling, the reaction solution is poured into 500 ml of n-hexane to cause precipitation. The precipitate crystal is recovered by filtration and dried to give 9.8 g of poly(methyl 2-acetyloxyacrylate/methyl methacrylate) as white powder. The structural ratio of methyl 2-acetyloxyacrylate unit to ... Starting materials: CCCCCCCC(=O)c1ccc(O)c(C(=O)O)c1, CC(=O)OC(C)=O, O=S(=O)(O)O. Product: CCCCCCCC(=O)c1ccc(OC(C)=O)c(C(=O)O)c1. As a reaction SMILES: [C:1]([CH2:2][CH2:3][CH2:4][CH2:5][CH2:6][CH2:7][CH3:8])(=[O:9])[c:10]1[cH:11][cH:12][c:13]([OH:19])[c:14]([C:15](=[O:16])[OH:17])[cH:18]1.[CH3:25][C:26](=[O:27])[O:28][C:29](=[O:30])[CH3:31].[S:20](=[O:21])(=[O:22])([OH:23])[OH:24]>>[C:1]([CH2:2][CH2:3][CH2:4][CH2:5][CH2:6][CH2:7][CH3:8])(=[O:9])[c:10]1[cH:11][cH:12][c:13]([O:19][C:26]([CH3:25])=[O:27])[c:14]([C:15](=[O:16])[OH:17])[cH:18]1. Reactants: C1(CC1)N1C=NC2=C1C(=NC(=C2)C2=CC=C(C=C2)N2CCN(CC2)S(=O)(=O)C)O[C@H](C)[C@@H]2CC(NC2)=O ((R)-4-((R)-1-((3-cyclopropyl-6-(4-(4-(methylsulfonyl)piperazin-1-yl)phenyl)-3H-imidazo[4,5-c]pyridin-4-yl)oxy)ethyl)pyrrolidin-2-one), C1(CC1)N1C=NC2=C1C(=NC(=C2)C2=CC=C(C=C2)N2CCNCC2)O[C@H](C)[C@@H]2CC(NC2)=O ((R)-4-((R)-1-((3-cyclopropyl-6-(4-(piperazin-1-yl)phenyl)-3H-imidazo[4,5-c]pyridin-4-yl)oxy)ethyl)pyrrolidin-2-one), C1(CC1)S(=O)(=O)Cl (cyclopropanesulfonyl chloride). Product: C1(CC1)N1C=NC2=C1C(=NC(=C2)C2=CC=C(C=C2)N2CCN(CC2)S(=O)(=O)C2CC2)O[C@H](C)[C@@H]2CC(NC2)=O ((R)-4-((R)-1-((3-cyclopropyl-6-(4-(4-(cyclopropylsulfonyl)piperazin-1-yl)phenyl)-3H-imidazo[4,5-c]pyridin-4-yl)oxy)ethyl)pyrrolidin-2-one). As a reaction SMILES: [CH:1]1([N:4]2[C:8]3[C:9]([O:29][C@@H:30]([C@H:32]4[CH2:36][NH:35][C:34](=[O:37])[CH2:33]4)[CH3:31])=[N:10][C:11]([C:13]4[CH:18]=[CH:17][C:16]([N:19]5[CH2:24][CH2:23][N:22]([S:25]([CH3:28])(=[O:27])=[O:26])[CH2:21][CH2:20]5)=[CH:15][CH:14]=4)=[CH:12][C:7]=3[N:6]=[CH:5]2)[CH2:3][CH2:2]1.[CH:38]1(N2C3C(O[C@@H]([C@H]4CNC(=O)C4)C)=NC(C4C=CC(N5CCNCC5)=CC=4)=CC=3N=C2)C[CH2:39]1.C1(S(Cl)(=O)=O)CC1>>[CH:1]1([N:4]2[C:8]3[C:9]([O:29][C@@H:30]([C@H:32]4[CH2:36][NH:35][C:34](=[O:37])[CH2:33]4)[CH3:31])=[N:10][C:11]([C:13]4[CH:18]=[CH:17][C:16]([N:19]5[CH2:24][CH2:23][N:22]([S:25]([CH:28]6[CH2:39][CH2:38]6)(=[O:26])=[O:27])[CH2:21][CH2:20]5)=[CH:15][CH:14]=4)=[CH:12][C:7]=3[N:6]=[CH:5]2)[CH2:3][CH2:2]1. Procedure details: Following the procedure described for intermediate 3.45, starting from (R)-4-((R)-1-((3-cyclopropyl-6-(4-(piperazin-1-yl)phenyl)-3H-imidazo[4,5-c]pyridin-4-yl)oxy)ethyl)pyrrolidin-2-one (180 mg, 0.4 mmol) and cyclopropanesulfonyl chloride (0.05 ml, 0.44 mmol), to provide 25.3 mg of (R)-4-((R)-1-((3-cyclopropyl-6-(4-(4-(cyclopropylsulfonyl)piperazin-1-yl)phenyl)-3H-imidazo[4,5-c]pyridin-4-yl)oxy)ethyl)pyrrolidin-2-one. The reactants are BrC=1C=C(SC1Br)C(=O)O (4,5-dibromo-2-thiophenecarboxylic acid), CC(C)(C)N(C([O-])=O)C[C@@H](C1=CC=CC=C1)N (1,1-dimethylethyl[(2R)-2-amino-2-phenylethyl]carbamate), NC(CCNC(OC(C)(C)C)=O)CC1=CC=CC=C1 (1,1-dimethylethyl (3-amino-4-phenylbutyl)carbamate). Yields the product NC[C@@H](C1=CC=CC=C1)NC(=O)C=1SC=C(C1)C1=CC=NN1C (N-[(1R)-2-amino-1-phenylethyl]-4-(1-methyl-1H-pyrazol-5-yl)-2-thiophenecarboxamide). Reaction SMILES: Br[C:2]1[CH:3]=[C:4]([C:8]([OH:10])=O)[S:5][C:6]=1Br.CC([N:15]([CH2:19][C@H:20]([NH2:27])[C:21]1[CH:26]=[CH:25][CH:24]=[CH:23][CH:22]=1)C(=O)[O-])(C)C.[NH2:28][CH:29](CC1C=CC=CC=1)[CH2:30][CH2:31][NH:32][C:33](=O)OC(C)(C)C>>[NH2:15][CH2:19][C@H:20]([NH:27][C:8]([C:4]1[S:5][CH:6]=[C:2]([C:31]2[N:32]([CH3:33])[N:28]=[CH:29][CH:30]=2)[CH:3]=1)=[O:10])[C:21]1[CH:22]=[CH:23][CH:24]=[CH:25][CH:26]=1. Reported procedure: The title compound was prepared as a white solid according to the procedure of Example 20, except substituting 4-bromo-2-thiophenecarboxylic acid (83 mg, 0.4 mmol) for 4,5-dibromo-2-thiophenecarboxylic acid and substituting 1,1-dimethylethyl[(2R)-2-amino-2-phenylethyl]carbamate (94 mg, 0.4 mmol) [prepared according to the procedure of Preparation 1] for 1,1-dimethylethyl (3-amino-4-phenylbutyl)carbamate: LC-MS (ES) m/z=327 (M+H)+, 1H NMR (CD3OD, 400 MHz) δ ppm 3.44 (d, J=4.29 Hz, 1H) 3.63 (br. s... Reactants: C(C1=CC=CC=C1)(=O)NC=1C=C(C=CC1Cl)NC(C1=C(N=C(C=C1)Cl)C)=O (N-(3-benzamido-4-chlorophenyl)-6-chloro-2-methylnicotinamide), C[C@@H]1N[C@@H](CNC1)C (cis-2,6-dimethylpiperazine). The product is CC1=C(C(=O)N)C=CC=N1 (2-methyl-nicotinamide). RXN SMILES: C(NC1C=C([NH:17][C:18](=[O:27])[C:19]2[CH:24]=[CH:23][C:22](Cl)=[N:21][C:20]=2[CH3:26])C=CC=1Cl)(=O)C1C=CC=CC=1.C[C@H]1CNC[C@@H](C)N1>>[CH3:26][C:20]1[N:21]=[CH:22][CH:23]=[CH:24][C:19]=1[C:18]([NH2:17])=[O:27]. Procedure: N-(3-benzamido-4-chlorophenyl)-6-chloro-2-methylnicotinamide (0.15 mmol) was used in general procedure 3 with cis-2,6-dimethylpiperazine (0.77 mmol). The product was purified by RP-HPLC to give N-(3-benzamido-4-chlorophenyl)-6-(3S-,5R)-3-5-dimethylpiperazine-1-yl)-2-methyl-nicotinamide. MS (Q1) 464.0 (M)+ The reactants are CC=1C(=C(C2=CC=C(C=C2C1)OC)OC1=CC=C(C=O)C=C1)C1=CC=CC=C1 (4-{[3-Methyl-6-(methyloxy)-2-phenyl-1-naphthalenyl]oxy}benzaldehyde), C(C)OC(C(C(C)C)P(=O)(OCC)OCC)=O (2-(diethoxy-phosphoryl)-3-methyl-butyric acid ethyl ester), [Li]CCCC (nBuLi). Solvent: C1CCOC1 (THF). Yields the product C(C)OC(C(C(C)C)=CC1=CC=C(C=C1)OC1=C(C(=CC2=CC(=CC=C12)OC)C)C1=CC=CC=C1)=O (2-[4-(6-Methoxy-3-methyl-2-phenyl-naphthalen-1-yloxy)-benzylidene]-3-methyl-butyric acid ethyl ester). Reaction SMILES: [CH3:1][C:2]1[C:3]([C:23]2[CH:28]=[CH:27][CH:26]=[CH:25][CH:24]=2)=[C:4]([O:14][C:15]2[CH:22]=[CH:21][C:18]([CH:19]=O)=[CH:17][CH:16]=2)[C:5]2[C:10]([CH:11]=1)=[CH:9][C:8]([O:12][CH3:13])=[CH:7][CH:6]=2.[CH2:29]([O:31][C:32](=[O:45])[CH:33](P(OCC)(OCC)=O)[CH:34]([CH3:36])[CH3:35])[CH3:30].[Li]CCCC>C1COCC1>[CH2:29]([O:31][C:32](=[O:45])[C:33](=[CH:19][C:18]1[CH:17]=[CH:16][C:15]([O:14][C:4]2[C:5]3[C:10](=[CH:9][C:8]([O:12][CH3:13])=[CH:7][CH:6]=3)[CH:11]=[C:2]([CH3:1])[C:3]=2[C:23]2[CH:28]=[CH:27][CH:26]=[CH:25][CH:24]=2)=[CH:22][CH:21]=1)[CH:34]([CH3:35])[CH3:36])[CH3:30]. Reported procedure: Using the procedure described in Example 31 (Step 3), reaction of 4-(6-Methoxy-3-methyl-2-phenyl-naphthalen-1-yloxy)-benzaldehyde (8) (0.507 g, 1.38 mmol), 2-(diethoxy-phosphoryl)-3-methyl-butyric acid ethyl ester (1.1 g, 4.13 mmol) and 1.6 M nBuLi (2.8 mL, 4.41 mmol) in dry THF (14 mL) afforded 2 isomeric products (222) as oils. Yield: (222-1) Isomer (1) 0.177 (27%); (222-2) Isomer (2) 0.195 g (30%). Isomer (1): 1H NMR (400 MHz, d-CDCl3): δ 1.20 (d, J=6.9 Hz, 6H), 1.32 (t, J=7.1 Hz, 3H), 2.24 (... Starting materials: COC(=O)c1cc(C#N)cc(C(C)(C)C)c1, CO, Cl, [Na+], [OH-], O. The product is CC(C)(C)c1cc(C#N)cc(C(=O)O)c1. As a reaction SMILES: [C:1]([CH3:2])([CH3:3])([CH3:4])[c:5]1[cH:6][c:7]([C:8](=[O:9])[O:10][CH3:11])[cH:12][c:13]([C:15]#[N:16])[cH:14]1.[CH3:20][OH:21].[ClH:19].[Na+:18].[OH-:17].[OH2:22]>>[C:1]([CH3:2])([CH3:3])([CH3:4])[c:5]1[cH:6][c:7]([C:8](=[O:9])[OH:10])[cH:12][c:13]([C:15]#[N:16])[cH:14]1. Reactants: C(CC)OC1=CC=C2CCN(CC2=C1)C(=O)OC(C)(C)C (tert-butyl 7-propoxy-3,4-dihydroisoquinoline-2(1H)-carboxylate), Cl (HCl). Run at time 4 hour. Product: Cl.C(CC)OC1=CC=C2CCNCC2=C1 (7-propoxy-1,2,3,4-tetrahydroisoquinoline hydrochloride). The yield is 97.0%. RXN SMILES: [CH2:1]([O:4][C:5]1[CH:14]=[C:13]2[C:8]([CH2:9][CH2:10][N:11](C(OC(C)(C)C)=O)[CH2:12]2)=[CH:7][CH:6]=1)[CH2:2][CH3:3].[ClH:22]>>[ClH:22].[CH2:1]([O:4][C:5]1[CH:14]=[C:13]2[C:8]([CH2:9][CH2:10][NH:11][CH2:12]2)=[CH:7][CH:6]=1)[CH2:2][CH3:3] |f:2.3|. Procedure details: To a solution of HCl (2M in dioxane, 40 ml) was added tert-butyl 7-propoxy-3,4-dihydroisoquinoline-2(1H)-carboxylate (2.2 g). The resulting mixture was stirred at RT for 4 hours. The solvent was removed under reduced pressure to afford the title compound as a solid (1.7 g, 97%). TLC—Chloroform/methanol (9/1): Rf=0.15. 1H-NMR (DMSO-d6, 400 MHz) δ 0.96 (3H, t), 1.71 (2H, m), 2.90 (2H, m), 3.32 (2H, m), 3.89 (2H, m), 4.17 (2H, s), 6.81 (2H, m), 7.10 (1H, d), 9.63 (2H, br. s). Starting materials: S([O-])(O)=O.[Na+] (sodium bisulphite), [N+](=O)([O-])C1=CC=C(COC(C(C(C)=C)N2C(C(C2SS(=O)(=O)C2=CC=C(C=C2)C)NC(COC2=CC=CC=C2)=O)=O)=O)C=C1 (2-[4-(p-toluenesulphonylthio)-3-phenoxyacetamido-2-oxoazetidin-1-yl]-3-methylene-butyric acid p-nitrobenzyl ester), potassium iodide starch, ozonide. Solvent: O (water), C(C)(=O)OCC (ethyl acetate), C(C)(=O)OC (methyl acetate). Yields the product [N+](=O)([O-])C1=CC=C(COC(\C(=C(\C)/O)\N2C(C(C2SS(=O)(=O)C2=CC=C(C=C2)C)NC(COC2=CC=CC=C2)=O)=O)=O)C=C1 (2-[4-(p-toluenesulphonylthio)-3-phenoxyacetamido-2-oxoazetidin-1-yl]-3-hydroxy-crotonic acid p-nitrobenzyl ester). RXN SMILES: [N+:1]([C:4]1[CH:44]=[CH:43][C:7]([CH2:8][O:9][C:10](=[O:42])[CH:11]([N:15]2[CH:18]([S:19][S:20]([C:23]3[CH:28]=[CH:27][C:26]([CH3:29])=[CH:25][CH:24]=3)(=[O:22])=[O:21])[CH:17]([NH:30][C:31](=[O:40])[CH2:32][O:33][C:34]3[CH:39]=[CH:38][CH:37]=[CH:36][CH:35]=3)[C:16]2=[O:41])[C:12](=[CH2:14])C)=[CH:6][CH:5]=1)([O-:3])=[O:2].S(=O)(O)[O-:46].[Na+]>C(OC)(=O)C.O.C(OCC)(=O)C>[N+:1]([C:4]1[CH:44]=[CH:43][C:7]([CH2:8][O:9][C:10](=[O:42])/[C:11](/[N:15]2[CH:18]([S:19][S:20]([C:23]3[CH:24]=[CH:25][C:26]([CH3:29])=[CH:27][CH:28]=3)(=[O:21])=[O:22])[CH:17]([NH:30][C:31](=[O:40])[CH2:32][O:33][C:34]3[CH:35]=[CH:36][CH:37]=[CH:38][CH:39]=3)[C:16]2=[O:41])=[C:12](\[OH:46])/[CH3:14])=[CH:6][CH:5]=1)([O-:3])=[O:2] |f:1.2|. Reported procedure: (di) The crude 2-[4-(p-toluenesulphonylthio)-3-phenoxyacetamido-2-oxoazetidin-1-yl]-3-methylene-butyric acid p-nitrobenzyl ester obtained according to Example (1.cvii) is dissolved in 20 ml of methyl acetate and ozonised at -70° C. until starting material is no longer present, according to a thin layer chromatogram. A stream of nitrogen is then passed through the solution and the latter is warmed to 0°-5° C. A solution of 300 mg of sodium bisulphite in 5 ml of water is added and the mixture is s...